From a dataset of the Open Reaction Database (ORD), a public repository of structured organic reaction records. describe an organic reaction: reactants, conditions, products, and yield The reactants are CO, N#Cc1nccn(-c2ccc(F)cc2)c1=O, O=S(=O)(O)O. The product is O=C(O)c1nccn(-c2ccc(F)cc2)c1=O. As a reaction SMILES: [CH3:22][OH:23].[F:1][c:2]1[cH:3][cH:4][c:5](-[n:8]2[c:9](=[O:16])[c:10]([C:14]#[N:15])[n:11][cH:12][cH:13]2)[cH:6][cH:7]1.[S:17]([OH:18])(=[O:19])(=[O:20])[OH:21]>>[F:1][c:2]1[cH:3][cH:4][c:5](-[n:8]2[c:9](=[O:16])[c:10]([C:22]([OH:18])=[O:23])[n:11][cH:12][cH:13]2)[cH:6][cH:7]1. The reactants are Cl (hydrochloric acid), C[O-].[Na+] (sodium methylate), CC(C)(C)S(=O)(=O)N[C@H]1CC[C@H](CC1)C(=O)OC (Methyl cis-4-(2-methylpropane-2-sulfonylamino)cyclohexane carboxylate), C(=O)OC (methyl formate). Solvent: C1(=CC=CC=C1)C (toluene). Yields the product CC(C)(C)S(=O)(=O)N[C@@H]1CC[C@H](CC1)C(=O)OC (Methyl trans-4-(2-methylpropane-2-sulfonylamino)cyclohexane carboxylate). Yield: 99.4%. As a reaction SMILES: C[O-].[Na+].C(OC)=O.[CH3:8][C:9]([S:12]([NH:15][C@@H:16]1[CH2:21][CH2:20][C@H:19]([C:22]([O:24][CH3:25])=[O:23])[CH2:18][CH2:17]1)(=[O:14])=[O:13])([CH3:11])[CH3:10].Cl>C1(C)C=CC=CC=1>[CH3:11][C:9]([S:12]([NH:15][C@H:16]1[CH2:21][CH2:20][C@H:19]([C:22]([O:24][CH3:25])=[O:23])[CH2:18][CH2:17]1)(=[O:14])=[O:13])([CH3:8])[CH3:10] |f:0.1|. Reported procedure: To a suspension of powder sodium methylate (7.06 g, 2.5 eq) in toluene (145 mL) was added methyl formate (1.61 mL, 0.5 eq). After the mixture was stirred for an hour at room temperature, (15) (14.5 g, 52.3 mmol) was added to the mixture. The mixture was heated under reflux for 2 hours 25 minutes, cooled and poured into 0.76 mol/L hydrochloric acid (344 mL). The mixture was extracted with ethyl acetate (300 mL×2), and the obtained organic layer was washed with water and brine, and dried over sodi...